This data is from the Open Reaction Database (ORD), a public repository of structured organic reaction records. The task is: describe an organic reaction: reactants, conditions, products, and yield Starting materials: C(CCC)NC(=O)[C@H]1N(C2=CC=CC=C2[C@H]1C)C([C@H](CC)N)=O (1-(2(S)-aminobutyryl)-3(R)-methylindoline-2(S)-carboxylic acid butylamide), C(CCC)NC(=O)[C@@H]1N(C2=CC=CC=C2[C@@H]1C)C([C@H](CC)N)=O (1-(2(S)-aminobutyryl)-3(S)-methylindoline-2(R)-carboxylic acid butylamide). Yields the product C(CCC)NC(=O)C1N(C2=CC=CC=C2C1(C)C)C([C@H](CC)N)=O (1-(2(S)-aminobutyryl)-3,3-dimethylindoline-2(R/S)-carboxylic acid butylamide). As a reaction SMILES: [CH2:1]([NH:5][C:6]([C@@H:8]1[C@H:16]([CH3:17])[C:15]2[C:10](=[CH:11][CH:12]=[CH:13][CH:14]=2)[N:9]1[C:18](=[O:23])[C@@H:19]([NH2:22])[CH2:20][CH3:21])=[O:7])[CH2:2][CH2:3][CH3:4].[CH2:24](NC([C@H]1[C@@H](C)C2C(=CC=CC=2)N1C(=O)[C@@H](N)CC)=O)CCC>>[CH2:1]([NH:5][C:6]([CH:8]1[C:16]([CH3:24])([CH3:17])[C:15]2[C:10](=[CH:11][CH:12]=[CH:13][CH:14]=2)[N:9]1[C:18](=[O:23])[C@@H:19]([NH2:22])[CH2:20][CH3:21])=[O:7])[CH2:2][CH2:3][CH3:4]. Procedure details: 1-(2(S)-aminobutyryl)-3(R)-methylindoline-2(S)-carboxylic acid butylamide and 1-(2(S)-aminobutyryl)-3(S)-methylindoline-2(R)-carboxylic acid butylamide; The reactants are [Br-], CCCCCCCCCCCCCCCC[P+](CC)(CC)CC, CO, ClCCN(CCCl)Cc1ccccc1, Cl, Cl, N#CCc1ccc(F)cc1, [Na+], [OH-], O. Product: Cl, N#CC1(c2ccc(F)cc2)CCN(Cc2ccccc2)CC1. Reaction SMILES: [Br-:28].[CH2:29]([P+:30]([CH2:31][CH3:32])([CH2:33][CH3:34])[CH2:35][CH3:36])[CH2:37][CH2:38][CH2:39][CH2:40][CH2:41][CH2:42][CH2:43][CH2:44][CH2:45][CH2:46][CH2:47][CH2:48][CH2:49][CH2:50][CH3:51].[CH3:53][OH:54].[Cl:14][CH2:15][CH2:16][N:17]([CH2:18][c:19]1[cH:20][cH:21][cH:22][cH:23][cH:24]1)[CH2:25][CH2:26][Cl:27].[ClH:13].[ClH:52].[F:1][c:2]1[cH:3][cH:4][c:5]([CH2:8][C:9]#[N:10])[cH:6][cH:7]1.[Na+:12].[OH-:11].[OH2:55]>>[ClH:14].[F:1][c:2]1[cH:3][cH:4][c:5]([C:8]2([C:9]#[N:10])[CH2:15][CH2:16][N:17]([CH2:18][c:19]3[cH:20][cH:21][cH:22][cH:23][cH:24]3)[CH2:25][CH2:26]2)[cH:6][cH:7]1. The reactants are C(C1=CC=CC=C1)(=O)N=C=S (Benzoyl isothiocyanate), N1C(=NC=C1)CNC1=C(NC=C1)C(=O)OCC (ethyl 3-[(1H-imidazol-2-ylmethyl)amino]-1H-pyrrole-2-carboxylate). The yield is 35.0%. Reported procedure: Benzoyl isothiocyanate (0.19 mL, 1.41 mmol) was added to a stirred solution of ethyl 3-[(1H-imidazol-2-ylmethyl)amino]-1H-pyrrole-2-carboxylate (0.3 g, 1.28 mmol) in CH2Cl2 (4 mL) and methanol (2 mL) and the mixture was stirred at r.t. for 1 h. The solvent was evaporated in vacuo and the residue was dissolved in ammonia (7N in methanol, 7 mL) and heated at 80° C. for 1 h. The crude product was filtrated and purified by preparative HPLC, obtaining 0.110 g, (35%) of the title compound as a white s... The solvent is C(Cl)Cl (CH2Cl2), CO (methanol). Conditions: time 1 hour. As a reaction SMILES: C([N:9]=[C:10]=[S:11])(=O)C1C=CC=CC=1.[NH:12]1[CH:16]=[CH:15][N:14]=[C:13]1[CH2:17][NH:18][C:19]1[CH:23]=[CH:22][NH:21][C:20]=1[C:24]([O:26]CC)=O>C(Cl)Cl.CO>[NH:14]1[CH:15]=[CH:16][N:12]=[C:13]1[CH2:17][N:18]1[C:19]2[CH:23]=[CH:22][NH:21][C:20]=2[C:24](=[O:26])[NH:9][C:10]1=[S:11]. The product is N1C(=NC=C1)CN1C(NC(C2=C1C=CN2)=O)=S (1-(1H-Imidazol-2-ylmethyl)-2-thioxo-1,2,3,5-tetrahydro-pyrrolo[3,2-d]pyrimidin-4-one). Starting materials: C1(=CC=CC=C1)S(=O)(=O)C1=CC(=C(C=C1)[N+](=O)[O-])OC (4-benzenesulfonyl-2-methoxy-1-nitro-benzene), B(Br)(Br)Br (BBr3). Run in C(Cl)Cl (methylene chloride), C(Cl)Cl (Methylene chloride). Run at temperature 0 celsius. Yields the product C1(=CC=CC=C1)S(=O)(=O)C=1C=CC(=C(C1)O)[N+](=O)[O-] (5-benzenesulfonyl-2-nitro-phenol). Isolated yield 71.9%. RXN SMILES: [C:1]1([S:7]([C:10]2[CH:15]=[CH:14][C:13]([N+:16]([O-:18])=[O:17])=[C:12]([O:19]C)[CH:11]=2)(=[O:9])=[O:8])[CH:6]=[CH:5][CH:4]=[CH:3][CH:2]=1.B(Br)(Br)Br>C(Cl)Cl>[C:1]1([S:7]([C:10]2[CH:15]=[CH:14][C:13]([N+:16]([O-:18])=[O:17])=[C:12]([OH:19])[CH:11]=2)(=[O:8])=[O:9])[CH:2]=[CH:3][CH:4]=[CH:5][CH:6]=1. Procedure: A solution of 4-benzenesulfonyl-2-methoxy-1-nitro-benzene (4.69 g, 16 mmol) was dissolved in 250 mL of methylene chloride and cooled to 0° C. BBr3 (64 mL, 1M in methylene chloride) was added dropwise to the reaction mixture over 30 minutes. Stirring was continued, and the reaction mixture was allowed to warm up to room temperature. Methylene chloride (200 mL) was added to the reaction mixture and the organic layer was washed twice with 450 mL of water, once with 200 mL of saturated NaHCO3, dried... Starting materials: Cn1cc(Br)cc(Br)c1=O, O=C([O-])[O-], C1COCCO1, [Cs+], [Cs+], CC1(O)CN(c2ccc(N)nc2)C1. Product: Cn1cc(Br)cc(Nc2ccc(N3CC(C)(O)C3)cn2)c1=O. Reaction SMILES: [Br:14][c:15]1[c:16](=[O:23])[n:17]([CH3:22])[cH:18][c:19]([Br:21])[cH:20]1.[C:24](=[O:25])([O-:26])[O-:27].[CH2:30]1[O:31][CH2:32][CH2:33][O:34][CH2:35]1.[Cs+:28].[Cs+:29].[NH2:1][c:2]1[cH:3][cH:4][c:5]([N:8]2[CH2:9][C:10]([OH:12])([CH3:13])[CH2:11]2)[cH:6][n:7]1>>[NH:1]([c:2]1[cH:3][cH:4][c:5]([N:8]2[CH2:9][C:10]([OH:12])([CH3:13])[CH2:11]2)[cH:6][n:7]1)[c:15]1[c:16](=[O:23])[n:17]([CH3:22])[cH:18][c:19]([Br:21])[cH:20]1. The reactants are C1CCOC1, [Li+], [OH-], O, COC(=O)c1cccc(-c2nccs2)c1. The product is O=C(O)c1cccc(-c2nccs2)c1. RXN SMILES: [CH2:18]1[O:19][CH2:20][CH2:21][CH2:22]1.[Li+:16].[OH-:17].[OH2:23].[s:1]1[c:2](-[c:6]2[cH:7][c:8]([C:9](=[O:10])[O:11][CH3:12])[cH:13][cH:14][cH:15]2)[n:3][cH:4][cH:5]1>>[s:1]1[c:2](-[c:6]2[cH:7][c:8]([C:9](=[O:10])[OH:11])[cH:13][cH:14][cH:15]2)[n:3][cH:4][cH:5]1. Starting materials: ClC1=C(C=O)C=CC=C1 (2-chloro-benzaldehyde), [N+](=O)([O-])C (nitro methane), [OH-].[Na+] (NaOH). Run in C(C)O (ethanol). Reaction conditions: temperature 0 celsius, time 1 hour. The product is ClC1=C(C=CC=C1)C=C[N+](=O)[O-] (1-Chloro-2-(2-nitro-vinyl)-benzene). Yield: 68.6%. RXN SMILES: [Cl:1][C:2]1[CH:9]=[CH:8][CH:7]=[CH:6][C:3]=1[CH:4]=O.[N+:10]([CH3:13])([O-:12])=[O:11].[OH-].[Na+]>C(O)C>[Cl:1][C:2]1[CH:9]=[CH:8][CH:7]=[CH:6][C:3]=1[CH:4]=[CH:13][N+:10]([O-:12])=[O:11] |f:2.3|. Procedure: Using an analogous reaction procedure and workup as described in Example 1, step 1, 2-chloro-benzaldehyde (5 g, 35.7142 mmol) in ethanol (161 mL) was reacted with nitro methane (1.93 mL, 35.7142 mmol) and 10N NaOH (1.35 g, 33.9607 mmol). The resulting mixture was stirred at 0° C. for 1 hr to afford 4.5 g of the product (75.73% yield).